From a dataset of the Open Reaction Database (ORD), a public repository of structured organic reaction records. describe an organic reaction: reactants, conditions, products, and yield Reactants: Cl, [Na+], [OH-], O, Clc1ccc2c(CCCCCCNC(=Nc3ccccc3)Nc3ccccc3)ccnc2c1. Yields the product Clc1ccc2c(CCCCCCNC(=Nc3ccccc3)Nc3ccccc3)ccnc2c1. As a reaction SMILES: [ClH:1].[Na+:36].[OH-:35].[OH2:37].[c:2]1([NH:8][C:9](=[N:10][c:11]2[cH:12][cH:13][cH:14][cH:15][cH:16]2)[NH:17][CH2:18][CH2:19][CH2:20][CH2:21][CH2:22][CH2:23][c:24]2[cH:25][cH:26][n:27][c:28]3[cH:29][c:30]([Cl:34])[cH:31][cH:32][c:33]23)[cH:3][cH:4][cH:5][cH:6][cH:7]1>>[c:2]1([N:8]=[C:9]([NH:10][c:11]2[cH:12][cH:13][cH:14][cH:15][cH:16]2)[NH:17][CH2:18][CH2:19][CH2:20][CH2:21][CH2:22][CH2:23][c:24]2[cH:25][cH:26][n:27][c:28]3[cH:29][c:30]([Cl:34])[cH:31][cH:32][c:33]23)[cH:3][cH:4][cH:5][cH:6][cH:7]1. The reactants are ClC1=CC=C2CC(CNC2=C1)NS(=O)(=O)C1=CC(=CC(=C1)F)F (7-Chloro-N-(1,2,3,4-tetrahydroquinolin-3-yl)-3,5-difluoro-benzenesulfonamide), ClC=1C=C(C=O)C=CC1 (3-chlorobenzaldehyde). Yields the product C(C1=CC=CC=C1)N1CC(CC2=CC=C(C=C12)Cl)NS(=O)(=O)C1=CC(=CC(=C1)F)F (N-(1-Benzyl-7-chloro-1,2,3,4-tetrahydroquinolin-3-yl)-3,5-difluorobenzenesulfonamide). As a reaction SMILES: [Cl:1][C:2]1[CH:11]=[C:10]2[C:5]([CH2:6][CH:7]([NH:12][S:13]([C:16]3[CH:21]=[C:20]([F:22])[CH:19]=[C:18]([F:23])[CH:17]=3)(=[O:15])=[O:14])[CH2:8][NH:9]2)=[CH:4][CH:3]=1.Cl[C:25]1[CH:26]=[C:27]([CH:30]=[CH:31][CH:32]=1)[CH:28]=O>>[CH2:28]([N:9]1[C:10]2[C:5](=[CH:4][CH:3]=[C:2]([Cl:1])[CH:11]=2)[CH2:6][CH:7]([NH:12][S:13]([C:16]2[CH:21]=[C:20]([F:22])[CH:19]=[C:18]([F:23])[CH:17]=2)(=[O:15])=[O:14])[CH2:8]1)[C:27]1[CH:30]=[CH:31][CH:32]=[CH:25][CH:26]=1. Procedure: The title compound was prepared from 152C and 3-chlorobenzaldehyde by procedures analogous to those described in Example 22A. HPLC: 99% at 4.20 min (retention time) (Conditions: Phenom Prime S5, C18 (4.6×50 mm); Eluted with 0% to 100% B, 4 min gradient (A=90% H2O−10% MeOH−0.1% TFA and B=10% H2O−90% MeOH−0.1% TFA); Flow rate at 4.0 mL/min, UV detection at 220 nm). MS (ES). m/z 484 [M+H]+. Solvent: C(Cl)Cl.CC(=O)O (DCM AcOH), C(Cl)Cl (DCM). Reported procedure: Molecular sieves (5 g) followed by aqueous formaldehyde (10 ml) were added to a stirred solution of (2S,4S)-4-({4-[(3-chloro-2-fluorophenyl)amino]-7-methoxyquinazolin-6-yl}oxy)piperidine-2-carboxamide (5) (3.1 g, 6.97 mmol) in DCM-AcOH (100:10 ml) at room temperature. The reaction mixture was stirred for 1-2 minutes before solid sodium triacetoxyborohydride (2.93 g, 13.9 mmol) was added portionwise over 5 minutes. The reaction was essentially complete after all the sodium triacetoxyborohydride r... Yield: 56.2%. The reactants are ClC=1C(=C(C=CC1)NC1=NC=NC2=CC(=C(C=C12)O[C@@H]1C[C@H](NCC1)C(=O)N)OC)F ((2S,4S)-4-({4-[(3-chloro-2-fluorophenyl)amino]-7-methoxyquinazolin-6-yl}oxy)piperidine-2-carboxamide), C=O (formaldehyde), C(C)(=O)O[BH-](OC(C)=O)OC(C)=O.[Na+] (sodium triacetoxyborohydride), C(=O)(O)[O-].[Na+] (NaHCO3), C(C)(=O)O[BH-](OC(C)=O)OC(C)=O.[Na+] (sodium triacetoxyborohydride). As a reaction SMILES: C=O.[Cl:3][C:4]1[C:5]([F:33])=[C:6]([NH:10][C:11]2[C:20]3[C:15](=[CH:16][C:17]([O:31][CH3:32])=[C:18]([O:21][C@H:22]4[CH2:27][CH2:26][NH:25][C@H:24]([C:28]([NH2:30])=[O:29])[CH2:23]4)[CH:19]=3)[N:14]=[CH:13][N:12]=2)[CH:7]=[CH:8][CH:9]=1.[C:34](O[BH-](OC(=O)C)OC(=O)C)(=O)C.[Na+].C([O-])(O)=O.[Na+]>C(Cl)Cl.CC(O)=O.C(Cl)Cl>[Cl:3][C:4]1[C:5]([F:33])=[C:6]([NH:10][C:11]2[C:20]3[C:15](=[CH:16][C:17]([O:31][CH3:32])=[C:18]([O:21][C@H:22]4[CH2:27][CH2:26][N:25]([CH3:34])[C@H:24]([C:28]([NH2:30])=[O:29])[CH2:23]4)[CH:19]=3)[N:14]=[CH:13][N:12]=2)[CH:7]=[CH:8][CH:9]=1 |f:2.3,4.5,6.7|. The product is ClC=1C(=C(C=CC1)NC1=NC=NC2=CC(=C(C=C12)O[C@@H]1C[C@H](N(CC1)C)C(=O)N)OC)F ((2S,4S)-4-({4-[(3-chloro-2-fluorophenyl)amino]-7-methoxyquinazolin-6-yl}oxy)-1-methylpiperidine-2-carboxamide). Reactants: ClCC1=NN=C2N1C1=C(C(=NC2)C2=C(C=CC=C2)Cl)C=CC=C1 (1-(chloromethyl)-6-(o-chlorophenyl)-4H-s-triazolo[4,3-a][1,4]-benzodiazepine), C(C)NCC (diethylamine), [I-].[Na+] (sodium iodide). Product: C(C)N(CC)CC1=NN=C2N1C1=C(C(=NC2)C2=C(C=CC=C2)Cl)C=CC=C1 (1-[(diethylamino)methyl]-6-(o-chlorophenyl)4H-s-triazolo[4,3-a][1,4]benzodiazepine). As a reaction SMILES: Cl[CH2:2][C:3]1[N:7]2[C:8]3[CH:23]=[CH:22][CH:21]=[CH:20][C:9]=3[C:10]([C:13]3[CH:18]=[CH:17][CH:16]=[CH:15][C:14]=3[Cl:19])=[N:11][CH2:12][C:6]2=[N:5][N:4]=1.[CH2:24]([NH:26][CH2:27][CH3:28])[CH3:25].[I-].[Na+]>>[CH2:24]([N:26]([CH2:2][C:3]1[N:7]2[C:8]3[CH:23]=[CH:22][CH:21]=[CH:20][C:9]=3[C:10]([C:13]3[CH:18]=[CH:17][CH:16]=[CH:15][C:14]=3[Cl:19])=[N:11][CH2:12][C:6]2=[N:5][N:4]=1)[CH2:27][CH3:28])[CH3:25] |f:2.3|. Procedure details: In the manner given in Example 1, 1-(chloromethyl)-6-(o-chlorophenyl)-4H-s-triazolo[4,3-a][1,4]-benzodiazepine was reacted with diethylamine in the presence of sodium iodide to give 1-[(diethylamino)methyl]-6-(o-chlorophenyl)4H-s-triazolo[4,3-a][1,4]benzodiazepine. The reactants are ClC=1C=C2C=CNC2=CC1 (5-chloroindole), C(C1=CC=CC=C1)Br (benzylbromide), [OH-].[K+] (potassium hydroxide). The reagents and catalysts are C1COCCOCCOCCOCCOCCO1 (18-crown-6). The product is ClC=1C=C2C=CN(C2=CC1)CC1=CC=CC=C1 (5-chloro-1-benzyl-1H-indole). The yield is 60.0%. Reaction SMILES: [Cl:1][C:2]1[CH:3]=[C:4]2[C:8](=[CH:9][CH:10]=1)[NH:7][CH:6]=[CH:5]2.[CH2:11](Br)[C:12]1[CH:17]=[CH:16][CH:15]=[CH:14][CH:13]=1.[OH-].[K+]>C1OCCOCCOCCOCCOCCOC1>[Cl:1][C:2]1[CH:3]=[C:4]2[C:8](=[CH:9][CH:10]=1)[N:7]([CH2:11][C:12]1[CH:17]=[CH:16][CH:15]=[CH:14][CH:13]=1)[CH:6]=[CH:5]2 |f:2.3|. Reported procedure: 3.85 g (30 mmol) 5-chloroindole was treated with 6.84 g (40 mmol) benzylbromide, 1.97 g (30 mmol) potassium hydroxide (85% powdered in mortar) and 0.25 g (1 mmol) 18-crown-6 as described in Synthesis 1979 p. 618, giving 4.35 g (60%) 5-chloro-1-benzyl-1H-indole, yellow oil, MS (Ei 70 eV) m/Z M+241. Reported procedure: A solution of 4-fluorobenzyl cyanide (30 g; ##STR21## 0.222 mol.) in carbon tetrachloride (100 ml) was added slowly, over a period of 30 minutes, to a rapidly stirring mixture of 40% aqueous sodium hydroxide (100 ml; 1 mol), carbon tetrachloride (100 ml) and trimethylbenzylammonium chloride (TMBA; 0.6 g; 0.003 mol). The mixture was maintained at room temperature overnight, after which time a precipitate had formed which was collected by filtration and washed with water and chloroform. The organi... The reagents and catalysts are [Cl-].C[N+](CC1=CC=CC=C1)(C)C (trimethylbenzylammonium chloride). Reactants: [OH-].[Na+] (sodium hydroxide), FC1=CC=C(CC#N)C=C1 (4-fluorobenzyl cyanide), CCO (EtOH). Reaction SMILES: [F:1][C:2]1[CH:10]=[CH:9][C:5]([CH2:6][C:7]#[N:8])=[CH:4][CH:3]=1.[OH-].[Na+].[CH3:13][CH2:14]O>C(Cl)(Cl)(Cl)Cl.[Cl-].C[N+](C)(C)CC1C=CC=CC=1>[F:1][C:2]1[CH:10]=[CH:9][C:5]([C:6](=[C:6]([C:13]2[CH:14]=[CH:10][C:2]([F:1])=[CH:3][CH:4]=2)[C:7]#[N:8])[C:7]#[N:8])=[CH:4][CH:3]=1 |f:1.2,5.6|. Yields the product FC1=CC=C(C=C1)C(C#N)=C(C#N)C1=CC=C(C=C1)F (2,3-bis(4-fluorophenyl)-2-butenedinitrile). Solvent: C(Cl)(Cl)(Cl)Cl (carbon tetrachloride), C(Cl)(Cl)(Cl)Cl (carbon tetrachloride). Yield: 50.0%. Reaction SMILES: [C:1]1([C:7]2[CH:28]=[C:27]([NH:29][CH:30]([C:37]3[CH:42]=[CH:41][C:40]([F:43])=[CH:39][CH:38]=3)[CH2:31][N:32]3[CH:36]=[CH:35][N:34]=[CH:33]3)[CH:26]=[CH:25][C:8]=2[C:9]([NH:11][C@@H:12]([CH2:20][CH2:21][C:22](=[O:24])[NH2:23])[C:13]([O:15]C(C)(C)C)=[O:14])=[O:10])[CH:6]=[CH:5][CH:4]=[CH:3][CH:2]=1>C(O)(C(F)(F)F)=O>[C:1]1([C:7]2[CH:28]=[C:27]([NH:29][CH:30]([C:37]3[CH:42]=[CH:41][C:40]([F:43])=[CH:39][CH:38]=3)[CH2:31][N:32]3[CH:36]=[CH:35][N:34]=[CH:33]3)[CH:26]=[CH:25][C:8]=2[C:9]([NH:11][C@@H:12]([CH2:20][CH2:21][C:22](=[O:24])[NH2:23])[C:13]([OH:15])=[O:14])=[O:10])[CH:6]=[CH:5][CH:4]=[CH:3][CH:2]=1. The product is C1(=CC=CC=C1)C1=C(C(=O)N[C@H](C(=O)O)CCC(N)=O)C=CC(=C1)NC(CN1C=NC=C1)C1=CC=C(C=C1)F ((2S)-2-{2-(Phenyl)-4-[1-(4-fluorophenyl)-2-(imidazol-1-yl)ethylamino]benzoylamino}-4-carbamoylbutyric acid). Isolated yield 91.0%. Reported procedure: A solution of compound tert-butyl (2S)-2-{2-(4-fluorophenyl)-4-[1-(4-fluorophenyl)-2-(imidazol-1-yl)ethylamino]benzoylamino})-4-carbamoylbutyrate (example 15) (0.09 g; 0.15 mmole) in TFA (3 ml) was stirred at room temperature for 30 minutes. After evaporation to dryness, the residue was purified on reverse phase silica, eluting with methanol/ammonium carbonate buffer (2 g /1, pH 7). The appropriate fractions were concentrated and freeze-dried to give the title compound. The solvent is C(=O)(C(F)(F)F)O (TFA). Starting materials: C1(=CC=CC=C1)C1=C(C(=O)N[C@H](C(=O)OC(C)(C)C)CCC(N)=O)C=CC(=C1)NC(CN1C=NC=C1)C1=CC=C(C=C1)F (Tert-butyl (2S)-2-{2-(phenyl)-4-[1-(4-fluorophenyl)-2-(imidazol-1-yl)ethylamino]benzoylamino}-4-carbamoylbutyrate).